describe an organic reaction: reactants, conditions, products, and yield From a dataset of the Open Reaction Database (ORD), a public repository of structured organic reaction records. The reactants are CNN (Methyl hydrazine), FC1=C(C#N)C=CC(=C1)N1C(N(CC1)C=1C=NC=CC1C)=O (2-fluoro-4-[3-(4-methyl-pyridin-3-yl)-2-oxo-imidazolidin-1-yl]-benzonitrile), CO (MeOH). The solvent is C(Cl)(Cl)Cl (CHCl3), COCCO (2-methoxy ethanol). Reaction conditions: temperature 170 celsius, time 12 hour. The product is NC1=NN(C2=CC(=CC=C12)N1C(N(CC1)C=1C=NC=CC1C)=O)C (1-(3-Amino-1-methyl-1H-indazol-6-yl)-3-(4-methyl-pyridin-3-yl)-imidazolidin-2-one). Isolated yield 69.2%. Reaction SMILES: [CH3:1][NH:2][NH2:3].F[C:5]1[CH:12]=[C:11]([N:13]2[CH2:17][CH2:16][N:15]([C:18]3[CH:19]=[N:20][CH:21]=[CH:22][C:23]=3[CH3:24])[C:14]2=[O:25])[CH:10]=[CH:9][C:6]=1[C:7]#[N:8].CO>COCCO.C(Cl)(Cl)Cl>[NH2:8][C:7]1[C:6]2[C:5](=[CH:12][C:11]([N:13]3[CH2:17][CH2:16][N:15]([C:18]4[CH:19]=[N:20][CH:21]=[CH:22][C:23]=4[CH3:24])[C:14]3=[O:25])=[CH:10][CH:9]=2)[N:2]([CH3:1])[N:3]=1. Procedure details: Methyl hydrazine (10 mL) was added to a stirred solution of 2-fluoro-4-[3-(4-methyl-pyridin-3-yl)-2-oxo-imidazolidin-1-yl]-benzonitrile (I-123a: 240 mg, 0.80998 mmol) in 2-methoxy ethanol (20 mL). The resulting mixture was stirred at 170° C. for 12 hours. The reaction was monitored by TLC (10% MeOH in CHCl3). The reaction mixture was cooled to room temperature and concentrated. Ice was added to the concentrate and the precipitate formed was collected and dried under reduced pressure to afford 18... Procedure details: A solution of 0.120 g (purity: 76% corresponds to 0.25 mmol) of (R)-4-[3-((S)-4-hydroxy-6-aza-spiro[2.5]oct-6-yl)-propyl]-2-methyl-[1,4]diazepan-5-one dihydrochloride (example 1E) in 2 ml N,N-dimethylformamide was treated at room temperature with 0.052 g (0.27 mmol, 1.1 eq.) of 3,4-dichlorophenyl isocyanate and 0.136 ml (1.24 mmol, 5 eq.) of 4-methylmorpholine. The reaction was stirred at room temperature overnight. To the solution was added 5 mg (0.02 mmol, 0.1 eq.) of 3,4-dichlorophenyl isocya... Starting materials: Cl.Cl.O[C@H]1C2(CC2)CCN(C1)CCCN1C[C@H](NCCC1=O)C ((R)-4-[3-((S)-4-hydroxy-6-aza-spiro[2.5]oct-6-yl)-propyl]-2-methyl-[1,4]diazepan-5-one dihydrochloride), ClC=1C=C(C=CC1Cl)N=C=O (3,4-dichlorophenyl isocyanate), CN1CCOCC1 (4-methylmorpholine), ClC=1C=C(C=CC1Cl)N=C=O (3,4-dichlorophenyl isocyanate), C(O)([O-])=O.[Na+] (sodium hydrogencarbonate). Conditions: time 8 hour. Solvent: CN(C=O)C (N,N-dimethylformamide). The product is ClC=1C=C(C=CC1Cl)NC(=O)N1[C@@H](CN(C(CC1)=O)CCCN1C[C@H](C2(CC2)CC1)O)C ((R)-4-[3-((S)-4-Hydroxy-6-aza-spiro[2.5]oct-6-yl)-propyl]-2-methyl-5-oxo-[1,4]diazepane-1-carboxylic acid (3,4-dichloro-phenyl)-amide). Isolated yield 50.5%. As a reaction SMILES: Cl.Cl.[OH:3][C@@H:4]1[CH2:11][N:10]([CH2:12][CH2:13][CH2:14][N:15]2[C:21](=[O:22])[CH2:20][CH2:19][NH:18][C@H:17]([CH3:23])[CH2:16]2)[CH2:9][CH2:8][C:5]21[CH2:7][CH2:6]2.[Cl:24][C:25]1[CH:26]=[C:27]([N:32]=[C:33]=[O:34])[CH:28]=[CH:29][C:30]=1[Cl:31].CN1CCOCC1.C(=O)([O-])O.[Na+]>CN(C)C=O>[Cl:24][C:25]1[CH:26]=[C:27]([NH:32][C:33]([N:18]2[CH2:19][CH2:20][C:21](=[O:22])[N:15]([CH2:14][CH2:13][CH2:12][N:10]3[CH2:9][CH2:8][C:5]4([CH2:6][CH2:7]4)[C@H:4]([OH:3])[CH2:11]3)[CH2:16][C@H:17]2[CH3:23])=[O:34])[CH:28]=[CH:29][C:30]=1[Cl:31] |f:0.1.2,5.6|. Procedure: A mixture of 6-(2-chlorophenyl)-3-phenyl-4,5,6,7-tetrahydroindazol-4-one (0.05 g), aminoguanidine hydrochloride (0.021 g), concentrated hydrochloric acid (0.039 ml), water (0.039 ml) and ethanol (5 ml) was refluxed for 5 hours. Under reduced pressure, the solvent was evaporated, and the residue was recrystallized from ethanol to give 6-(2-chlorophenyl)-4-guanidinoimino-3-phenyl-4,5,6,7-tetrahydroindazole hydrochloride (Compound 147) (0.04 g) as colorless crystals. The solvent is C(C)O (ethanol). Product: Cl.ClC1=C(C=CC=C1)C1CC(C=2C(=NNC2C1)C1=CC=CC=C1)=NNC(=N)N (6-(2-chlorophenyl)-4-guanidinoimino-3-phenyl-4,5,6,7-tetrahydroindazole hydrochloride). Reactants: ClC1=C(C=CC=C1)C1CC(C=2C(=NNC2C1)C1=CC=CC=C1)=O (6-(2-chlorophenyl)-3-phenyl-4,5,6,7-tetrahydroindazol-4-one), C(=N)(N)NN.Cl (aminoguanidine hydrochloride), Cl (hydrochloric acid), O (water). Isolated yield 124.4%. RXN SMILES: [Cl:1][C:2]1[CH:7]=[CH:6][CH:5]=[CH:4][C:3]=1[CH:8]1[CH2:16][C:15]2[NH:14][N:13]=[C:12]([C:17]3[CH:22]=[CH:21][CH:20]=[CH:19][CH:18]=3)[C:11]=2[C:10](=O)[CH2:9]1.[C:24]([NH:27][NH2:28])([NH2:26])=[NH:25].Cl.Cl.O>C(O)C>[ClH:1].[Cl:1][C:2]1[CH:7]=[CH:6][CH:5]=[CH:4][C:3]=1[CH:8]1[CH2:16][C:15]2[NH:14][N:13]=[C:12]([C:17]3[CH:22]=[CH:21][CH:20]=[CH:19][CH:18]=3)[C:11]=2[C:10](=[N:28][NH:27][C:24]([NH2:26])=[NH:25])[CH2:9]1 |f:1.2,6.7|.